From a dataset of the Open Reaction Database (ORD), a public repository of structured organic reaction records. describe an organic reaction: reactants, conditions, products, and yield Reactants: CC(=O)O, [Cl-], CCCCCCCCCCCC(O)c1c(O)c(Cl)cc(C=O)c1O, [Na+], O=P(O)(O)O. Product: CCCCCCCCCCC=Cc1c(O)c(Cl)cc(C=O)c1O. RXN SMILES: [CH3:32][C:33](=[O:34])[OH:35].[Cl-:31].[Cl:1][c:2]1[c:3]([OH:24])[c:4]([CH:11]([CH2:12][CH2:13][CH2:14][CH2:15][CH2:16][CH2:17][CH2:18][CH2:19][CH2:20][CH2:21][CH3:22])[OH:23])[c:5]([OH:10])[c:6]([CH:7]=[O:8])[cH:9]1.[Na+:30].[P:25](=[O:26])([OH:27])([OH:28])[OH:29]>>[Cl:1][c:2]1[c:3]([OH:24])[c:4]([CH:11]=[CH:12][CH2:13][CH2:14][CH2:15][CH2:16][CH2:17][CH2:18][CH2:19][CH2:20][CH2:21][CH3:22])[c:5]([OH:10])[c:6]([CH:7]=[O:8])[cH:9]1. Starting materials: [BH4-], CCO, [Cl-], O=C1CCc2c1cccc2[N+](=O)[O-], [NH4+], [Na+]. Product: O=[N+]([O-])c1cccc2c1CCC2O. Reaction SMILES: [BH4-:14].[CH3:18][CH2:19][OH:20].[Cl-:16].[N+:1](=[O:2])([O-:3])[c:4]1[c:5]2[c:9]([cH:10][cH:11][cH:12]1)[C:8](=[O:13])[CH2:7][CH2:6]2.[NH4+:17].[Na+:15]>>[N+:1](=[O:2])([O-:3])[c:4]1[c:5]2[c:9]([cH:10][cH:11][cH:12]1)[CH:8]([OH:13])[CH2:7][CH2:6]2. Starting materials: C(C)(C)(C)OC(=O)N[C@@H](CN1CC2CN(CC(C1)O2)C(=O)OCC2=CC=CC=C2)COC2=CC=C(C=C2)C#N (benzyl 7-[(2S)-2-[(tert-butoxycarbonyl)amino]-3-(4-cyanophenoxy)propyl]-9-oxa-3,7-diazabicyclo[3.3.1]nonane-3-carboxylate), [H][H] (hydrogen). The reagents and catalysts are [Pd] (Pd/C). Solvent: C(C)O (ethanol). Yields the product C(#N)C1=CC=C(OC[C@H](CN2CC3CNCC(C2)O3)NC(OC(C)(C)C)=O)C=C1 (tert-Butyl (1S)-2-(4-cyanophenoxy)-1-(9-oxa-3,7-diazabicyclo[3.3.1]-non-3-ylmethyl)ethylcarbamate). The yield is 73.5%. As a reaction SMILES: [C:1]([O:5][C:6]([NH:8][C@H:9]([CH2:30][O:31][C:32]1[CH:37]=[CH:36][C:35]([C:38]#[N:39])=[CH:34][CH:33]=1)[CH2:10][N:11]1[CH2:18][CH:17]2[O:19][CH:13]([CH2:14][N:15](C(OCC3C=CC=CC=3)=O)[CH2:16]2)[CH2:12]1)=[O:7])([CH3:4])([CH3:3])[CH3:2].[H][H]>C(O)C.[Pd]>[C:38]([C:35]1[CH:34]=[CH:33][C:32]([O:31][CH2:30][C@@H:9]([NH:8][C:6](=[O:7])[O:5][C:1]([CH3:3])([CH3:4])[CH3:2])[CH2:10][N:11]2[CH2:18][CH:17]3[O:19][CH:13]([CH2:14][NH:15][CH2:16]3)[CH2:12]2)=[CH:37][CH:36]=1)#[N:39]. Procedure details: A solution of benzyl 7-[(2S)-2-[(tert-butoxycarbonyl)amino]-3-(4-cyanophenoxy)propyl]-9-oxa-3,7-diazabicyclo[3.3.1]nonane-3-carboxylate (from step (ix) above; 2.55 g, 4.7 mmol) in 95% ethanol (50 mL) was hydrogenated over 5% Pd/C (0.8 g) at 30 kPa. When the quantity of hydrogen calculated for complete reaction had been consumed, the reaction was stopped. The mixture was filtered through Celite®, and the filtrate concentrated in vacuo. The resulting residue was purified by chromatography on silic... The reactants are C1CCOC1.C1(=CC=CC=C1)C (THF toluene), α, BrC1=C(C=CC(=C1)C#N)C (bromo p tolunitrile), Cl (HCl), CC(C)C[AlH]CC(C)C (DIBAL-H). Solvent: CCOC(=O)C (EtOAc), C1CCOC1 (THF), CCOC(=O)C (EtOAc), CCCCCC (hexane), CCCCCC (hexane). Conditions: time 1.5 hour. Yields the product BrCC1=CC=C(C=O)C=C1 (4-(bromomethyl)benzaldehyde). Reaction SMILES: [CH2:1]1[CH2:5][O:4][CH2:3][CH2:2]1.C1(C)C=CC=CC=1.[Br:13][C:14]1C=C(C#N)[CH:17]=[CH:16][C:15]=1C.CC(C[AlH]CC(C)C)C.Cl>CCOC(C)=O.CCCCCC.C1COCC1>[Br:13][CH2:14][C:15]1[CH:3]=[CH:2][C:1]([CH:5]=[O:4])=[CH:17][CH:16]=1 |f:0.1|. Reported procedure: To a THF-toluene (2.4 L -0.24 L) solution of α bromo p tolunitrile (266.4 g, 1.36 mol) maintained at an internal temperature below 0° C. was added DIBAL-H in hexane (1.0 M) (1.49 L, 1.49 mol) over a period of 2 h. After a period of 1.5 h, the reaction mixture was transferred via canula to a 3N HCl solution (8 L) at 0° C. To the resulting suspension EtOAc (4 L) and THF (0.8 L) were added. After stirring, the organic phase was separated and evaporated to give a yellow solid. The solid was stirred,...